This data is from the Open Reaction Database (ORD), a public repository of structured organic reaction records. The task is: describe an organic reaction: reactants, conditions, products, and yield Starting materials: C(CCO)O (propane-1,3-diol), [N+](=O)([O-])C1=C(C#N)C(=CC=C1)[N+](=O)[O-] (2,6-dinitrobenzonitrile). Product: OCCCOC1=C(C#N)C(=CC=C1)[N+](=O)[O-] (2-(3-hydroxypropoxy)-6-nitrobenzonitrile). Isolated yield 61.0%. As a reaction SMILES: [CH2:1]([OH:5])[CH2:2][CH2:3][OH:4].[N+:6]([C:9]1[CH:16]=[CH:15][CH:14]=[C:13]([N+]([O-])=O)[C:10]=1[C:11]#[N:12])([O-:8])=[O:7]>>[OH:4][CH2:3][CH2:2][CH2:1][O:5][C:13]1[CH:14]=[CH:15][CH:16]=[C:9]([N+:6]([O-:8])=[O:7])[C:10]=1[C:11]#[N:12]. Procedure details: Prepared as in Example 215c from propane-1,3-diol and 2,6-dinitrobenzonitrile in 61% yield as a pale yellow solid. 1H NMR (400 MHz, DMSO-d6) δ 1.89-1.93 (m, 2H), 3.56-3.61 (m, 2H), 4.30 (t, J=6.4 Hz, 2H), 4.61 (t, J=5.2 Hz, 1H), 7.71-7.74 (m, 1H), 7.85-7.91 (m, 2H). Reactants: CN(C)C=NC=1C(=CC2=CC=CC=C2C1)C(=O)[O-] (3-{[(dimethylamino)methylidene]amino}-2-naphthoate), C(CCC)[Li] (n-butyllithium), C(C)#N (acetonitrile), C(C)(=O)O (acetic acid). Solvent: O1CCCC1 (THF), O (water), O1CCCC1 (tetrahydrofuran), O1CCCC1 (THF). Reaction conditions: time 15 minute. The product is O=C1C(=CNC2=CC3=C(C=C12)C=CC=C3)C#N (4-Oxo-1,4-dihydrobenzo[g]quinoline-3-carbonitrile). RXN SMILES: C([Li])CCC.[C:6](#[N:8])[CH3:7].CN([CH:12]=[N:13][C:14]1[C:15]([C:24]([O-:26])=O)=[CH:16][C:17]2[C:22]([CH:23]=1)=[CH:21][CH:20]=[CH:19][CH:18]=2)C.C(O)(=O)C>O1CCCC1.O>[O:26]=[C:24]1[C:15]2[C:14](=[CH:23][C:22]3[CH:21]=[CH:20][CH:19]=[CH:18][C:17]=3[CH:16]=2)[NH:13][CH:12]=[C:7]1[C:6]#[N:8]. Reported procedure: A suspension of 5.6 g (30 mmol) of 3-amino-2-napthoic acid in 30 mL of N,N-dimethylformamide dimethyl acetal is refluxed for 6 hours. Removal of the solvent yields 7.06 g (86.4%) of methyl 3-{[(dimethylamino)methylidene]amino}-2-naphthoate as a dark oil residue. To a solution of 20.8 mL (52 mmol) of n-butyllithium (2.5M in hexane) in 18 mL of tetrahydrofuran (THF) is added dropwise a solution of 5.97 mL (114 mmol) of acetonitrile in 100 mL of THF at −78° C. After completion of addition, the susp...